Dataset: the Open Reaction Database (ORD), a public repository of structured organic reaction records. Task: describe an organic reaction: reactants, conditions, products, and yield Reactants: Brc1cnc(Oc2cccc(C=C3CCNCC3)c2)nc1, CC#N, CCN(C(C)C)C(C)C, O=C(O)C(F)(F)F, Nc1cccnc1, O=C(Nc1cccnc1)Oc1ccccc1. Product: O=C(Nc1cccnc1)N1CCC(=Cc2cccc(Oc3ncc(Br)cn3)c2)CC1. As a reaction SMILES: [Br:8][c:9]1[cH:10][n:11][c:12]([O:15][c:16]2[cH:17][c:18]([CH:22]=[C:23]3[CH2:24][CH2:25][NH:26][CH2:27][CH2:28]3)[cH:19][cH:20][cH:21]2)[n:13][cH:14]1.[CH3:61][C:62]#[N:63].[CH:52]([N:53]([CH:54]([CH3:55])[CH3:56])[CH2:57][CH3:58])([CH3:59])[CH3:60].[F:1][C:2]([F:3])([F:4])[C:5]([OH:6])=[O:7].[NH2:45][c:46]1[cH:47][n:48][cH:49][cH:50][cH:51]1.[n:29]1[cH:30][c:31]([NH:35][C:36]([O:37][c:39]2[cH:40][cH:41][cH:42][cH:43][cH:44]2)=[O:38])[cH:32][cH:33][cH:34]1>>[Br:8][c:9]1[cH:10][n:11][c:12]([O:15][c:16]2[cH:17][c:18]([CH:22]=[C:23]3[CH2:24][CH2:25][N:26]([C:36]([NH:35][c:31]4[cH:30][n:29][cH:34][cH:33][cH:32]4)=[O:37])[CH2:27][CH2:28]3)[cH:19][cH:20][cH:21]2)[n:13][cH:14]1. The reactants are CC(C)(C)OC(=O)N1CC(O)C(N=[N+]=[N-])C1, CO. Product: CC(C)(C)OC(=O)N1CC(N)C(O)C1. RXN SMILES: [C:1]([CH3:2])([CH3:3])([CH3:4])[O:5][C:6](=[O:7])[N:8]1[CH2:9][CH:10]([N:14]=[N+:15]=[N-:16])[CH:11]([OH:13])[CH2:12]1.[CH3:17][OH:18]>>[C:1]([CH3:2])([CH3:3])([CH3:4])[O:5][C:6](=[O:7])[N:8]1[CH2:9][CH:10]([NH2:14])[CH:11]([OH:13])[CH2:12]1.